From a dataset of the Open Reaction Database (ORD), a public repository of structured organic reaction records. describe an organic reaction: reactants, conditions, products, and yield The reactants are COCCOCCO (Methyl Carbitol), O (water), C(C=C)(=O)O (acrylic acid), C1(=CC=C(C=C1)S(=O)(=O)O)C (p-toluenesulfonic acid). Solvent: C1(=CC=CC=C1)C (toluene). Product: C(C=C)(=O)O.COC(COCCO)O (Mono-methoxy diethylene glycol monoacrylate). Reaction SMILES: [CH3:1][O:2][CH2:3][CH2:4][O:5][CH2:6][CH2:7][OH:8].[C:9]([OH:13])(=[O:12])[CH:10]=[CH2:11].C1(C)C=CC(S(O)(=O)=[O:21])=CC=1.O>C1(C)C=CC=CC=1>[C:9]([OH:13])(=[O:12])[CH:10]=[CH2:11].[CH3:1][O:2][CH:3]([OH:21])[CH2:4][O:5][CH2:6][CH2:7][OH:8] |f:5.6|. Reported procedure: 682 grams Methyl Carbitol (diethylene glycol monomethyl ether, Union Carbide) were azeotropically esterified with 598.9 grams acrylic acid in 272 grams toluene in the presence of 22.8 grams p-toluenesulfonic acid and inhibitors until no more water was collected. Conditions were 95°-98° C., nitrogen sparge in vacuo. On completion, the product was washed and neutralized with sodium carbonate. 1,300 ppm p-methoxyphenol were added and solvent removed at 80° C. at maximum vacuum with an air sparge. F...